Dataset: the Open Reaction Database (ORD), a public repository of structured organic reaction records. Task: describe an organic reaction: reactants, conditions, products, and yield The reactants are CC(C)(C)OC(=O)CNCc1ccccc1, CC(C)(C)OC(=O)C1(CC=O)CC1, CC(=O)O[BH-](OC(C)=O)OC(C)=O, CC(=O)O, Cc1ccccc1, CCOC(C)=O, [Na+], [Na+], O=C([O-])O. Product: CC(C)(C)OC(=O)CN(CCC1(C(=O)OC(C)(C)C)CC1)Cc1ccccc1. RXN SMILES: [C:14]([CH3:15])([CH3:16])([CH3:17])[O:18][C:19]([CH2:20][NH:21][CH2:22][c:23]1[cH:24][cH:25][cH:26][cH:27][cH:28]1)=[O:29].[C:1]([CH3:2])([CH3:3])([CH3:4])[O:5][C:6](=[O:7])[C:8]1([CH2:11][CH:12]=[O:13])[CH2:9][CH2:10]1.[C:30]([O:31][BH-:32]([O:33][C:34](=[O:35])[CH3:36])[O:37][C:38](=[O:39])[CH3:40])(=[O:41])[CH3:42].[CH3:44][C:45](=[O:46])[OH:47].[CH3:53][c:54]1[cH:55][cH:56][cH:57][cH:58][cH:59]1.[CH3:60][CH2:61][O:62][C:63](=[O:64])[CH3:65].[Na+:43].[Na+:48].[OH:49][C:50](=[O:51])[O-:52]>>[C:1]([CH3:2])([CH3:3])([CH3:4])[O:5][C:6](=[O:7])[C:8]1([CH2:11][CH2:12][N:21]([CH2:20][C:19]([O:18][C:14]([CH3:15])([CH3:16])[CH3:17])=[O:29])[CH2:22][c:23]2[cH:24][cH:25][cH:26][cH:27][cH:28]2)[CH2:9][CH2:10]1.